This data is from the Open Reaction Database (ORD), a public repository of structured organic reaction records. The task is: describe an organic reaction: reactants, conditions, products, and yield Starting materials: N(=NC(C(=O)[O-])(CC)C)C(C(=O)[O-])(CC)C (2,2′-azobis(methyl 2-methylpropionate)), C(C(=C)C)(=O)OC(C)OCC1=CC=CC=C1 (1-benzyloxyethyl methacrylate), C(C=C)(=O)OCC1CO1 (glycidyl acrylate), C(C(=C)C)(=O)OCCO (2-hydroxyethyl methacrylate). The solvent is C(C(C)C)C(=O)C (methyl isobutyl ketone), CCCCCCC (heptane). Run at time 6 hour. The product is C(C(=C)C)(=O)OC(C)OCC1=CC=CC=C1.C(C=C)(=O)OCC1CO1.C(C(=C)C)(=O)OCCO (1-benzyloxyethyl methacrylate glycidyl acrylate 2-hydroxyethyl methacrylate), COCCOCCOCC (diethylene glycol ethyl methyl ether). RXN SMILES: [C:1]([O:6][CH:7]([O:9][CH2:10][C:11]1[CH:16]=[CH:15][CH:14]=[CH:13][CH:12]=1)[CH3:8])(=[O:5])[C:2]([CH3:4])=[CH2:3].[C:17]([O:21][CH2:22][CH:23]1[O:25][CH2:24]1)(=[O:20])[CH:18]=[CH2:19].[C:26]([O:31][CH2:32][CH2:33][OH:34])(=[O:30])[C:27]([CH3:29])=[CH2:28].N([C:44](C)(CC)[C:45]([O-:47])=O)=NC(C)(CC)C([O-])=O>CCCCCCC.C(C(C)=O)C(C)C>[C:1]([O:6][CH:7]([O:9][CH2:10][C:11]1[CH:12]=[CH:13][CH:14]=[CH:15][CH:16]=1)[CH3:8])(=[O:5])[C:2]([CH3:4])=[CH2:3].[C:17]([O:21][CH2:22][CH:23]1[O:25][CH2:24]1)(=[O:20])[CH:18]=[CH2:19].[C:26]([O:31][CH2:32][CH2:33][OH:34])(=[O:30])[C:27]([CH3:29])=[CH2:28].[CH3:24][O:25][CH2:23][CH2:22][O:21][CH2:17][CH2:18][O:47][CH2:45][CH3:44] |f:6.7.8|. Reported procedure: Into a 500 ml-volume three-neck flask, 79.3 g (0.36 mol) of 1-benzyloxyethyl methacrylate, 23.1 g (0.18 mol) of glycidyl acrylate, 7.8 g (0.06 mol) of 2-hydroxyethyl methacrylate and 300 ml of methyl isobutyl ketone were charged. A catalytic amount of 2,2′-azobis(methyl 2-methylpropionate) was added thereto as a radical polymerization initiator, and polymerization was allowed to proceed at 80° C. for 6 hours in a nitrogen stream. The reaction solution was cooled and then poured in a large amount... Reactants: COB(OC)OC (trimethylborate), C(CCC)[Li] (n-butyllithium), C(C)(C)NC(C)C (diisopropylamine), FC1=NC(=CC=C1)F (2,6-difluoropyridine), Cl (HCl). Solvent: CCOCC (Ether), C1CCOC1 (THF), O (H2O). Conditions: time 15 minute. Yields the product FC1=NC(=CC=C1B(O)O)F (2,6-difluoropyridine-3-boronic acid). Reaction SMILES: C([Li])CCC.C(NC(C)C)(C)C.[F:13][C:14]1[CH:19]=[CH:18][CH:17]=[C:16]([F:20])[N:15]=1.C[O:22][B:23](OC)[O:24]C.Cl>C1COCC1.CCOCC.O>[F:13][C:14]1[C:19]([B:23]([OH:24])[OH:22])=[CH:18][CH:17]=[C:16]([F:20])[N:15]=1. Procedure details: 0.6 m of n-butyllithium are added to 0.6 m of diisopropylamine in 600 ml of THF at -10°. Then the mixture is cooled to -60° to -70° and 0.6 m of 2,6-difluoropyridine are added. The mixture is stirred for further 15 minutes and 0.6 m of trimethylborate is added at -60°. The mixture is allowed to warm to -30° and is hydrolyzed by addition of 170 ml of HCl (25%) and 100 ml of H2O. Ether is added and after customary work-up 2,6-difluoropyridine-3-boronic acid is obtained. The reactants are COC(=O)C1=CC2=C(NC(=N2)C2=NNC3=CC=CC=C23)C=C1 (3-(5-methoxycarbonyl-1H-benzoimidazol-2-yl)-1H-indazole), [OH-].[Na+] (sodium hydroxide). Solvent: O1CCCC1 (tetrahydrofuran), O (water). Yields the product N1N=C(C2=CC=CC=C12)C1=NC2=C(N1)C=CC(=C2)C(=O)O ([2-(indazol-3-yl)-1H-benzoimidazol-5-yl]-carboxylic acid). Isolated yield 99.4%. RXN SMILES: C[O:2][C:3]([C:5]1[CH:22]=[CH:21][C:8]2[NH:9][C:10]([C:12]3[C:20]4[C:15](=[CH:16][CH:17]=[CH:18][CH:19]=4)[NH:14][N:13]=3)=[N:11][C:7]=2[CH:6]=1)=[O:4].[OH-].[Na+]>O1CCCC1.O>[NH:14]1[C:15]2[C:20](=[CH:19][CH:18]=[CH:17][CH:16]=2)[C:12]([C:10]2[NH:9][C:8]3[CH:21]=[CH:22][C:5]([C:3]([OH:4])=[O:2])=[CH:6][C:7]=3[N:11]=2)=[N:13]1 |f:1.2|. Procedure: A stirred solution of 3-(5-methoxycarbonyl-1H-benzoimidazol-2-yl)-1H-indazole [84.5 mg, Example 235(ac)] and sodium hydroxide (74 mg) in tetrahydrofuran (4 mL) and water (2 mL) was heated at 75° C. overnight. The reaction mixture was evaporated and the oily residue was partitioned between ethyl acetate and water. The aqueous layer was acidified to pH 6 and extracted with ethyl acetate. The organic layers was dried over magnesium sulfate and then evaporated to give [2-(indazol-3-yl)-1H-benzoimida... Starting materials: CCCCCC, CCOCC, [Li]CCCC, O=C1CCC(=O)N1Cl, Fc1cccc(F)c1, O=S=O. Product: O=S(=O)(Cl)c1c(F)cccc1F. RXN SMILES: [CH3:14][CH2:15][CH2:16][CH2:17][CH2:18][CH3:19].[CH3:31][CH2:32][O:33][CH2:34][CH3:35].[CH3:9][CH2:10][CH2:11][CH2:12][Li:13].[Cl:23][N:24]1[C:25](=[O:26])[CH2:27][CH2:28][C:29]1=[O:30].[F:1][c:2]1[cH:3][cH:4][cH:5][c:6]([F:7])[cH:8]1.[O:20]=[S:21]=[O:22]>>[F:1][c:2]1[cH:3][cH:4][cH:5][c:6]([F:7])[c:8]1[S:21](=[O:20])(=[O:22])[Cl:23].